This data is from the Open Reaction Database (ORD), a public repository of structured organic reaction records. The task is: describe an organic reaction: reactants, conditions, products, and yield Starting materials: CC(=O)O, O=C1CCC(=O)N1I, O=C1Cc2ccccc2N1. Yields the product O=C1Cc2cc(I)ccc2N1. RXN SMILES: [CH3:19][C:20](=[O:21])[OH:22].[I:11][N:12]1[C:13](=[O:14])[CH2:15][CH2:16][C:17]1=[O:18].[NH:1]1[C:2](=[O:10])[CH2:3][c:4]2[cH:5][cH:6][cH:7][cH:8][c:9]21>>[NH:1]1[C:2](=[O:10])[CH2:3][c:4]2[cH:5][c:6]([I:11])[cH:7][cH:8][c:9]21.